From a dataset of the Open Reaction Database (ORD), a public repository of structured organic reaction records. describe an organic reaction: reactants, conditions, products, and yield The reactants are COC(=O)C1=C(N=C(O1)C1=C(C=CC=C1)Cl)CN1C(=CC2=CC(=CC=C12)C(C(F)(F)F)(C(F)(F)F)O)C (2-(2-chloro-phenyl)-4-[2-methyl-5-(2,2,2-trifluoro-1-hydroxy-1-trifluoromethyl-ethyl)-indol-1-ylmethyl]-oxazole-5-carboxylic acid methyl ester), [H-].[H-].[H-].[H-].[Li+].[Al+3] (LiAlH4), O (water), CCOCC (Et2O). The solvent is C1CCOC1 (THF). Reaction conditions: time 6 hour. Product: ClC1=C(C=CC=C1)C=1OC(=C(N1)CN1C(=CC2=CC(=CC=C12)C(C(F)(F)F)(C(F)(F)F)O)C)CO (2-{1-[2-(2-chloro-phenyl)-5-hydroxymethyl-oxazol-4-ylmethyl]-2-methyl-1H-indol-5-yl}-1,1,1,3,3,3-hexafluoro-propan-2-ol). Yield: 96.4%. Reaction SMILES: C[O:2][C:3]([C:5]1[O:9][C:8]([C:10]2[CH:15]=[CH:14][CH:13]=[CH:12][C:11]=2[Cl:16])=[N:7][C:6]=1[CH2:17][N:18]1[C:26]2[C:21](=[CH:22][C:23]([C:27]([OH:36])([C:32]([F:35])([F:34])[F:33])[C:28]([F:31])([F:30])[F:29])=[CH:24][CH:25]=2)[CH:20]=[C:19]1[CH3:37])=O.[H-].[H-].[H-].[H-].[Li+].[Al+3].CCOCC.O>C1COCC1>[Cl:16][C:11]1[CH:12]=[CH:13][CH:14]=[CH:15][C:10]=1[C:8]1[O:9][C:5]([CH2:3][OH:2])=[C:6]([CH2:17][N:18]2[C:26]3[C:21](=[CH:22][C:23]([C:27]([OH:36])([C:32]([F:34])([F:35])[F:33])[C:28]([F:30])([F:29])[F:31])=[CH:24][CH:25]=3)[CH:20]=[C:19]2[CH3:37])[N:7]=1 |f:1.2.3.4.5.6|. Reported procedure: At 0° C., a solution of 10 mg (0.018 mmol) of 2-(2-chloro-phenyl)-4-[2-methyl-5-(2,2,2-trifluoro-1-hydroxy-1-trifluoromethyl-ethyl)-indol-1-ylmethyl]-oxazole-5-carboxylic acid methyl ester (example 130) in 0.3 mL of THF was treated with 1 mg (0.026 mmol) of LiAlH4 and stirred at RT for 6 hrs. Ice was added and the mixture distributed between Et2O and water. Drying of the combined organic phases and evaporation yielded 9 mg (95%) of 2-{1-[2-(2-chloro-phenyl)-5-hydroxymethyl-oxazol-4-ylmethyl]-2-m... The reactants are C=C(C)C1=CC=2C(=C3C=CC=NC3=C(N2)N)C=C1 (8-(prop-1-en-2-yl)benzo[f][1,7]naphthyridin-5-amine). Reagents/catalysts: [Pd] (Pd/C). Run in CCO (EtOH), C(Cl)Cl (DCM). Conditions: time 8 hour. Product: C(C)(C)C1=CC=2C(=C3C=CC=NC3=C(N2)N)C=C1 (8-isopropylbenzo[f][1,7]naphthyridin-5-amine). RXN SMILES: [CH2:1]=[C:2]([C:4]1[CH:18]=[CH:17][C:7]2=[C:8]3[C:13](=[C:14]([NH2:16])[N:15]=[C:6]2[CH:5]=1)[N:12]=[CH:11][CH:10]=[CH:9]3)[CH3:3]>CCO.C(Cl)Cl.[Pd]>[CH:2]([C:4]1[CH:18]=[CH:17][C:7]2=[C:8]3[C:13](=[C:14]([NH2:16])[N:15]=[C:6]2[CH:5]=1)[N:12]=[CH:11][CH:10]=[CH:9]3)([CH3:3])[CH3:1]. Procedure: A mixture of 8-(prop-1-en-2-yl)benzo[f][1,7]naphthyridin-5-amine (from the previous step) (1.0 eq) and Pd/C (wet, 10% wt) in EtOH was stirred under H2 balloon overnight. The reaction mixture was diluted with DCM. The Pd/C was filtered off through celite, and the filtrate was concentrated en vacuo to obtain a crude residue. The crude material was purified by flash chromatography on a COMBIFLASH® system (ISCO) using 0-60% EtOAc/Hexanes to give 8-isopropylbenzo[f][1,7]naphthyridin-5-amine as a yell... Solvent: C1CCOC1 (THF), O (water). Starting materials: BrC1=CC=CC(=N1)OC=1C=CC2=C(N(CCO2)C=2SC=3C(NC(CC3N2)(C)C)=O)C1 (2-{6-[(6-Bromopyridin-2-yl)oxy]-2,3-dihydro-4H-1,4-benzoxazin-4-yl}-6,6-dimethyl-6,7-dihydro[1,3]thiazolo[5,4-c]pyridin-4(5H)-one), P(=O)([O-])([O-])[O-].[K+].[K+].[K+] (potassium phosphate), CN1N=CC(=C1)B1OC(C)(C)C(C)(C)O1 (1-methylpyrazole-4-boronic acid pinacol ester). Reagents/catalysts: [Br-].C(CCC)[N+](CCCC)(CCCC)CCCC (tetra-n-butylammonium bromide), C=1C=CC(=CC1)[P](C=2C=CC=CC2)(C=3C=CC=CC3)[Pd]([P](C=4C=CC=CC4)(C=5C=CC=CC5)C=6C=CC=CC6)([P](C=7C=CC=CC7)(C=8C=CC=CC8)C=9C=CC=CC9)[P](C=1C=CC=CC1)(C=1C=CC=CC1)C=1C=CC=CC1 (tetrakis(triphenylphosphine)palladium(0)). Yields the product CC1(CC2=C(C(N1)=O)SC(=N2)N2CCOC1=C2C=C(C=C1)OC1=NC(=CC=C1)C=1C=NN(C1)C)C (6,6-Dimethyl-2-(6-{[6-(1-methyl-1H-pyrazol-4-yl)pyridin-2-yl]oxy}-2,3-dihydro-4H-1,4-benzoxazin-4-yl)-6,7-dihydro[1,3]thiazolo[5,4-c]pyridin-4(5H)-one). Yield: 39.9%. Procedure details: To a suspension of Example 382 (40 mg, 0.082 mmol) in THF (3 mL) and water (1 mL) was added tetra-n-butylammonium bromide (53 mg, 0.164 mmol), potassium phosphate (35 mg, 0.164 mmol), 1-methylpyrazole-4-boronic acid pinacol ester (34 mg, 0.164 mmol) and tetrakis(triphenylphosphine)palladium(0) (9 mg, 0.008 mmol). The reaction was heated at 130° C. under microwave irradiation for 20 minutes then cooled to r.t. The resulting mixture was partitioned between DCM (50 mL) and water (50 mL); the organi... As a reaction SMILES: Br[C:2]1[N:7]=[C:6]([O:8][C:9]2[CH:10]=[CH:11][C:12]3[O:17][CH2:16][CH2:15][N:14]([C:18]4[S:19][C:20]5[C:21](=[O:29])[NH:22][C:23]([CH3:28])([CH3:27])[CH2:24][C:25]=5[N:26]=4)[C:13]=3[CH:30]=2)[CH:5]=[CH:4][CH:3]=1.P([O-])([O-])([O-])=O.[K+].[K+].[K+].[CH3:39][N:40]1[CH:44]=[C:43](B2OC(C)(C)C(C)(C)O2)[CH:42]=[N:41]1>C1COCC1.O.[Br-].C([N+](CCCC)(CCCC)CCCC)CCC.C1C=CC([P]([Pd]([P](C2C=CC=CC=2)(C2C=CC=CC=2)C2C=CC=CC=2)([P](C2C=CC=CC=2)(C2C=CC=CC=2)C2C=CC=CC=2)[P](C2C=CC=CC=2)(C2C=CC=CC=2)C2C=CC=CC=2)(C2C=CC=CC=2)C2C=CC=CC=2)=CC=1>[CH3:27][C:23]1([CH3:28])[NH:22][C:21](=[O:29])[C:20]2[S:19][C:18]([N:14]3[C:13]4[CH:30]=[C:9]([O:8][C:6]5[CH:5]=[CH:4][CH:3]=[C:2]([C:43]6[CH:42]=[N:41][N:40]([CH3:39])[CH:44]=6)[N:7]=5)[CH:10]=[CH:11][C:12]=4[O:17][CH2:16][CH2:15]3)=[N:26][C:25]=2[CH2:24]1 |f:1.2.3.4,8.9,^1:81,83,102,121|. Reaction conditions: temperature 130 celsius. Starting materials: C1CCOC1, CCCCC(=O)c1cc(C)cc(C(=O)OC)c1, CO, CO, CCOC(C)=O, [Na+], [OH-]. Product: CCCCC(=O)c1cc(C)cc(C(=O)O)c1. As a reaction SMILES: [CH2:18]1[O:19][CH2:20][CH2:21][CH2:22]1.[CH3:1][c:2]1[cH:3][c:4]([C:5](=[O:6])[O:7][CH3:8])[cH:9][c:10]([C:12]([CH2:13][CH2:14][CH2:15][CH3:16])=[O:17])[cH:11]1.[CH3:23][OH:24].[CH3:27][OH:28].[CH3:29][CH2:30][O:31][C:32](=[O:33])[CH3:34].[Na+:26].[OH-:25]>>[CH3:1][c:2]1[cH:3][c:4]([C:5](=[O:6])[OH:7])[cH:9][c:10]([C:12]([CH2:13][CH2:14][CH2:15][CH3:16])=[O:17])[cH:11]1. Starting materials: CC(C)(C)[Si](C)(C)N1C(=O)C(N=[N+]=[N-])C1CC=O, CC(=O)OCc1ccccc1, CC(C)[N-]C(C)C, [Li+], C1CCOC1. Product: CC(C)(C)[Si](C)(C)N1C(=O)C(N=[N+]=[N-])C1CC(O)CC(=O)OCc1ccccc1. Reaction SMILES: [C:20]([CH3:21])([CH3:22])([CH3:23])[Si:24]([N:25]1[C:26](=[O:35])[CH:27]([N:32]=[N+:33]=[N-:34])[CH:28]1[CH2:29][CH:30]=[O:31])([CH3:36])[CH3:37].[CH3:1][C:2](=[O:3])[O:4][CH2:5][c:6]1[cH:7][cH:8][cH:9][cH:10][cH:11]1.[CH:12]([N-:13][CH:14]([CH3:15])[CH3:16])([CH3:17])[CH3:18].[Li+:19].[O:38]1[CH2:39][CH2:40][CH2:41][CH2:42]1>>[CH2:1]([C:2](=[O:3])[O:4][CH2:5][c:6]1[cH:7][cH:8][cH:9][cH:10][cH:11]1)[CH:30]([CH2:29][CH:28]1[N:25]([Si:24]([C:20]([CH3:21])([CH3:22])[CH3:23])([CH3:36])[CH3:37])[C:26](=[O:35])[CH:27]1[N:32]=[N+:33]=[N-:34])[OH:31]. Reactants: ClC=1C=C(C=CC1Cl)C1(CNCC1)CCO (2-[3-(3,4-dichloro-phenyl)-pyrrolidin-3-yl]-ethanol), COC=1C=C(C(CCl)=O)C=C(C1OC)OC (3,4,5-trimethoxy-phenacyl chloride). The product is ClC=1C=C(C=CC1Cl)C1(CN(CC1)CC(=O)C1=CC(=C(C(=C1)OC)OC)OC)CCO (2-[3-(3,4-dichloro-phenyl)-1-(3,4,5-trimethoxy-phenacyl)-pyrrolidin-3-yl]-ethanol). Reaction SMILES: [Cl:1][C:2]1[CH:3]=[C:4]([C:9]2([CH2:14][CH2:15][OH:16])[CH2:13][CH2:12][NH:11][CH2:10]2)[CH:5]=[CH:6][C:7]=1[Cl:8].[CH3:17][O:18][C:19]1[CH:20]=[C:21]([CH:26]=[C:27]([O:31][CH3:32])[C:28]=1[O:29][CH3:30])[C:22](=[O:25])[CH2:23]Cl>>[Cl:1][C:2]1[CH:3]=[C:4]([C:9]2([CH2:14][CH2:15][OH:16])[CH2:13][CH2:12][N:11]([CH2:23][C:22]([C:21]3[CH:26]=[C:27]([O:31][CH3:32])[C:28]([O:29][CH3:30])=[C:19]([O:18][CH3:17])[CH:20]=3)=[O:25])[CH2:10]2)[CH:5]=[CH:6][C:7]=1[Cl:8]. Reported procedure: Prepare by the method of example 3.1 using 2-[3-(3,4-dichloro-phenyl)-pyrrolidin-3-yl]-ethanol (2 mmol) and 3,4,5-trimethoxy-phenacyl chloride (2 mmol). Chromatograph on silica gel to give the title compound. Rf =0.45 (6% methanol/dichloromethane). Starting materials: CC(C)(C)OC(=O)Nc1cccc(CC2CN(C(=O)OC(C)(C)C)CC2O)n1, ClCCl, [Na+], [Na+], O=S([O-])([O-])=S. The product is CC(C)(C)OC(=O)Nc1cccc(CC2CN(C(=O)OC(C)(C)C)CC2=O)n1. RXN SMILES: [C:1]([CH3:2])([CH3:3])([CH3:4])[O:5][C:6](=[O:7])[N:8]1[CH2:9][CH:10]([CH2:14][c:15]2[n:16][c:17]([NH:21][C:22](=[O:23])[O:24][C:25]([CH3:26])([CH3:27])[CH3:28])[cH:18][cH:19][cH:20]2)[CH:11]([OH:13])[CH2:12]1.[Cl:36][CH2:37][Cl:38].[Na+:29].[Na+:30].[O-:31][S:32]([O-:33])(=[S:34])=[O:35]>>[C:1]([CH3:2])([CH3:3])([CH3:4])[O:5][C:6](=[O:7])[N:8]1[CH2:9][CH:10]([CH2:14][c:15]2[n:16][c:17]([NH:21][C:22](=[O:23])[O:24][C:25]([CH3:26])([CH3:27])[CH3:28])[cH:18][cH:19][cH:20]2)[C:11](=[O:13])[CH2:12]1.